Dataset: the Open Reaction Database (ORD), a public repository of structured organic reaction records. Task: describe an organic reaction: reactants, conditions, products, and yield Starting materials: CN(C)C=O, O=C=Nc1ccc(C(F)(F)F)cc1, COc1ccc(Cn2cc(-c3ccnc(NC(C)(C)C)c3)c(-c3cccc(N)c3)n2)cc1, O. Yields the product COc1ccc(Cn2cc(-c3ccnc(NC(C)(C)C)c3)c(-c3cccc(NC(=O)Nc4ccc(C(F)(F)F)cc4)c3)n2)cc1. RXN SMILES: [CH3:47][N:48]([CH3:49])[CH:50]=[O:51].[F:33][C:34]([c:35]1[cH:36][cH:37][c:38]([N:41]=[C:42]=[O:43])[cH:39][cH:40]1)([F:44])[F:45].[NH2:1][c:2]1[cH:3][c:4](-[c:8]2[n:9][n:10]([CH2:24][c:25]3[cH:26][cH:27][c:28]([O:31][CH3:32])[cH:29][cH:30]3)[cH:11][c:12]2-[c:13]2[cH:14][c:15]([NH:19][C:20]([CH3:21])([CH3:22])[CH3:23])[n:16][cH:17][cH:18]2)[cH:5][cH:6][cH:7]1.[OH2:46]>>[NH:1]([c:2]1[cH:3][c:4](-[c:8]2[n:9][n:10]([CH2:24][c:25]3[cH:26][cH:27][c:28]([O:31][CH3:32])[cH:29][cH:30]3)[cH:11][c:12]2-[c:13]2[cH:14][c:15]([NH:19][C:20]([CH3:21])([CH3:22])[CH3:23])[n:16][cH:17][cH:18]2)[cH:5][cH:6][cH:7]1)[C:42]([NH:41][c:38]1[cH:37][cH:36][c:35]([C:34]([F:33])([F:44])[F:45])[cH:40][cH:39]1)=[O:43]. Starting materials: CN([C@@H](CC1=CC(=C(C=C1)OC)[N+](=O)[O-])C(=O)O)C(=O)OC(C)(C)C (methyl N-(t-butoxycarbonyl)-O-methyl-3-nitro-L-tyrosine), [OH-].[Na+] (sodiumhydroxide). Run in C(C)O (ethanol). Conditions: time 2 hour. Product: C(C)(C)(C)OC(=O)N[C@@H](CC1=CC(=C(C=C1)OC)[N+](=O)[O-])C(=O)O (N-(t-butoxycarbonyl)-O-methyl-3-nitro-L-tyrosine). The yield is 102.1%. Reaction SMILES: C[N:2]([C:19]([O:21][C:22]([CH3:25])([CH3:24])[CH3:23])=[O:20])[C@H:3]([C:16]([OH:18])=[O:17])[CH2:4][C:5]1[CH:10]=[CH:9][C:8]([O:11][CH3:12])=[C:7]([N+:13]([O-:15])=[O:14])[CH:6]=1.[OH-].[Na+]>C(O)C>[C:22]([O:21][C:19]([NH:2][C@H:3]([C:16]([OH:18])=[O:17])[CH2:4][C:5]1[CH:10]=[CH:9][C:8]([O:11][CH3:12])=[C:7]([N+:13]([O-:15])=[O:14])[CH:6]=1)=[O:20])([CH3:25])([CH3:23])[CH3:24] |f:1.2|. Reported procedure: To a ethanol solution of methyl N-(t-butoxycarbonyl)-O-methyl-3-nitro-L-tyrosine(6.74 g) was added 1N sodiumhydroxide solution (25 ml) and was stirred for 2 hours at roomtemperature. The solvent was evaporated and water (70 ml) and 1Nhydrochloric acid solution (27.5 ml) was added, extracted with ethylacetate (50 ml×3). After ethyl acetate layer was washed withsaturated brine, the residue was dried over anhydrous sodiumsulfate. The solvent was evaporated in vacuo. To the residue wasadded hexane a... Starting materials: Cc1c(NC(CCO[Si](C)(C)C(C)(C)C)c2nnc(-c3ccc(C#N)cc3)o2)ccc(C#N)c1Cl, C1CCOC1, CCCC[N+](CCCC)(CCCC)CCCC, CCOC(C)=O, [F-]. Yields the product Cc1c(NC(CCO)c2nnc(-c3ccc(C#N)cc3)o2)ccc(C#N)c1Cl. As a reaction SMILES: [C:1]([Si:2]([CH3:3])([CH3:4])[O:6][CH2:7][CH2:8][CH:9]([c:10]1[o:11][c:12](-[c:15]2[cH:16][cH:17][c:18]([C:21]#[N:22])[cH:19][cH:20]2)[n:13][n:14]1)[NH:23][c:24]1[c:25]([CH3:33])[c:26]([Cl:32])[c:27]([C:28]#[N:29])[cH:30][cH:31]1)([CH3:5])([CH3:34])[CH3:35].[CH2:54]1[O:55][CH2:56][CH2:57][CH2:58]1.[CH3:37][CH2:38][CH2:39][CH2:40][N+:41]([CH2:42][CH2:43][CH2:44][CH3:45])([CH2:46][CH2:47][CH2:48][CH3:49])[CH2:50][CH2:51][CH2:52][CH3:53].[CH3:59][CH2:60][O:61][C:62]([CH3:63])=[O:64].[F-:36]>>[OH:6][CH2:7][CH2:8][CH:9]([c:10]1[o:11][c:12](-[c:15]2[cH:16][cH:17][c:18]([C:21]#[N:22])[cH:19][cH:20]2)[n:13][n:14]1)[NH:23][c:24]1[c:25]([CH3:33])[c:26]([Cl:32])[c:27]([C:28]#[N:29])[cH:30][cH:31]1. Starting materials: [C-]#N.[K+] (potassium cyanide), CO (methanol), Cl.CN(C)CC1C(C2=C(SC1)SC=C2)=O (5-dimethylaminomethyl-5,6-dihydro-4H-thieno[2,3-b]thiopyran-4-one hydrochloride). Run in O (water). The product is O=C1C2=C(SCC1CC#N)SC=C2 (4-oxo-5,6-dihydro-4H-thieno[2,3-b]thiopyran-5-acetonitrile). Isolated yield 86.1%. As a reaction SMILES: [C-:1]#[N:2].[K+].CO.Cl.CN([CH2:10][CH:11]1[CH2:16][S:15][C:14]2[S:17][CH:18]=[CH:19][C:13]=2[C:12]1=[O:20])C>O>[O:20]=[C:12]1[CH:11]([CH2:10][C:1]#[N:2])[CH2:16][S:15][C:14]2[S:17][CH:18]=[CH:19][C:13]1=2 |f:0.1,3.4|. Reported procedure: To a solution of 25.3 g of potassium cyanide in 100 ml of water is added 400 ml of methanol and to the solution is added 41 g of 5-dimethylaminomethyl-5,6-dihydro-4H-thieno[2,3-b]thiopyran-4-one hydrochloride with stirring. The mixture is stirred for 3 hours at 45°-50° C. and then concentrated under reduced pressure. To the residue is added water and the mixture is extracted with chloroform. The extract is washed with water, dried over magnesium sulfate and the chloroform is distilled off. The r...